From a dataset of the Open Reaction Database (ORD), a public repository of structured organic reaction records. describe an organic reaction: reactants, conditions, products, and yield Reactants: C(C1=CC=CC=C1)OC=1C=C2C=C(N(C2=CC1)C)C(=O)OCC (ethyl 5-(benzyloxy)-1-methyl-1H-indole-2-carboxylate), C(=O)[O-].[NH4+] (ammonium formate). Reagents/catalysts: [Pd] (palladium on carbon). Solvent: C(C)O (ethanol). Product: OC=1C=C2C=C(N(C2=CC1)C)C(=O)OCC (ethyl 5-hydroxy-1-methyl-1H-indole-2-carboxylate). The yield is 239.9%. Reaction SMILES: C([O:8][C:9]1[CH:10]=[C:11]2[C:15](=[CH:16][CH:17]=1)[N:14]([CH3:18])[C:13]([C:19]([O:21][CH2:22][CH3:23])=[O:20])=[CH:12]2)C1C=CC=CC=1.C([O-])=O.[NH4+]>[Pd].C(O)C>[OH:8][C:9]1[CH:10]=[C:11]2[C:15](=[CH:16][CH:17]=1)[N:14]([CH3:18])[C:13]([C:19]([O:21][CH2:22][CH3:23])=[O:20])=[CH:12]2 |f:1.2|. Reported procedure: A mixture of crude ethyl 5-(benzyloxy)-1-methyl-1H-indole-2-carboxylate (1.07 g, 3.46 mmol), 10% palladium on carbon (500 mg, 0.47 mmol) and ammonium formate (1.09 g, 17.29 mmol) in 50 mL ethanol was sparged with argon three times and heated at reflux for 1 h. The mixture was cooled, diluted with 100 mL ethanol and filtered through Celite, washed with ethanol and concentrated to give ethyl 5-hydroxy-1-methyl-1H-indole-2-carboxylate (1.82 g, 49% over two steps). Reactants: C12(CC3CC(CC(C1)C3)C2)C=2C=C(C(=O)O)C=CC2OC (3-adamantan-1-yl-4-methoxybenzoic acid), NCCC1=CC=C(C=C1)O (tyramine). RXN SMILES: [C:1]12([C:11]3[CH:12]=[C:13]([CH:17]=[CH:18][C:19]=3[O:20][CH3:21])[C:14]([OH:16])=O)[CH2:10][CH:5]3[CH2:6][CH:7]([CH2:9][CH:3]([CH2:4]3)[CH2:2]1)[CH2:8]2.[NH2:22][CH2:23][CH2:24][C:25]1[CH:30]=[CH:29][C:28]([OH:31])=[CH:27][CH:26]=1>>[C:1]12([C:11]3[CH:12]=[C:13]([CH:17]=[CH:18][C:19]=3[O:20][CH3:21])[C:14]([NH:22][CH2:23][CH2:24][C:25]3[CH:30]=[CH:29][C:28]([OH:31])=[CH:27][CH:26]=3)=[O:16])[CH2:10][CH:5]3[CH2:6][CH:7]([CH2:9][CH:3]([CH2:4]3)[CH2:2]1)[CH2:8]2. Reported procedure: 0.03 g of the target compound is obtained as white solid in substantially the same manner as in Example 11, except for using 3-adamantan-1-yl-4-methoxybenzoic acid instead of 3-adamantan-1-yl-4-hydroxybenzoic acid and using tyramine instead of 3,4-dihydroxybenzylamine. Product: C12(CC3CC(CC(C1)C3)C2)C=2C=C(C(=O)NCCC3=CC=C(C=C3)O)C=CC2OC (3-adamantan-1-yl-N-[2-(4-hydroxyphenyl)-ethyl]-4-methoxybenzamide). Reactants: C(#N)CCNC(=O)C1=CC(=CC(=C1)C)C (N-(2-Cyanoethyl)-3,5-dimethylbenzenecarboxamide), P(Cl)(Cl)(Cl)(Cl)Cl (phosphorus pentachloride), NN (hydrazine). Solvent: O1CCOCC1 (1,4-dioxane), O1CCCC1 (tetrahydrofuran). Run at temperature 100 celsius. The product is C(#N)CCNC(=NN)C1=CC(=CC(=C1)C)C (N-(2-Cyanoethyl)-3,5-dimethylbenzenecarbohydrazonamide). As a reaction SMILES: [C:1]([CH2:3][CH2:4][NH:5][C:6]([C:8]1[CH:13]=[C:12]([CH3:14])[CH:11]=[C:10]([CH3:15])[CH:9]=1)=O)#[N:2].P(Cl)(Cl)(Cl)(Cl)Cl.[NH2:22][NH2:23]>O1CCOCC1.O1CCCC1>[C:1]([CH2:3][CH2:4][NH:5][C:6]([C:8]1[CH:13]=[C:12]([CH3:14])[CH:11]=[C:10]([CH3:15])[CH:9]=1)=[N:22][NH2:23])#[N:2]. Procedure: A mixture of the product from step (vii) (35.68 g) and phosphorus pentachloride (36.86 g) was stirred under a water-aspirator vacuum and heated at 100° C. giving rise to a yellow oil. The oil was further stirred at 100° C. under vacuum for a further 30 min. The boiling phosphorus oxychloride liberated was collected by distillation to leave a dark brown oil which was cooled to room temperature and dissolved in dry 1,4-dioxane (50 ml). This solution was transferred rapidly via cannula to a stirrin... The reactants are O (water), CI (methyl iodide), [Na] (sodium), NC1=C(C(=O)O)C=C(C=C1)C(=O)C1=C(C(=C2C=CC=CN12)OC)C (2-amino-5-[(1-methoxy-2-methylindolizin-3-yl)carbonyl]benzoic acid). Run in CN(C)C=O (DMF). Run at time 1 hour. Product: NC1=C(C(=O)OC)C=C(C=C1)C(=O)C1=C(C(=C2C=CC=CN12)OC)C (Methyl 2-amino-5-[(1-methoxy-2-methylindolizin-3-yl)carbonyl]benzoate). As a reaction SMILES: [CH3:1]I.[Na].[NH2:4][C:5]1[CH:13]=[CH:12][C:11]([C:14]([C:16]2[N:24]3[C:19]([CH:20]=[CH:21][CH:22]=[CH:23]3)=[C:18]([O:25][CH3:26])[C:17]=2[CH3:27])=[O:15])=[CH:10][C:6]=1[C:7]([OH:9])=[O:8].O>CN(C=O)C>[NH2:4][C:5]1[CH:13]=[CH:12][C:11]([C:14]([C:16]2[N:24]3[C:19]([CH:20]=[CH:21][CH:22]=[CH:23]3)=[C:18]([O:25][CH3:26])[C:17]=2[CH3:27])=[O:15])=[CH:10][C:6]=1[C:7]([O:9][CH3:1])=[O:8] |^1:2|. Reported procedure: 1.51 ml (24.26 mmol) of methyl iodide are added, under an inert atmosphere at ambient temperature, to 8 g (23.1 mmol) of the sodium salt of 2-amino-5-[(1-methoxy-2-methylindolizin-3-yl)carbonyl]benzoic acid (described in WO 03/084956) in 130 ml of DMF. After stirring for 1 hour, water is added. The precipitate formed is filtered off, rinsed with water, and then dried under reduced pressure at 50° C. overnight. 7.17 g of a yellow solid are obtained. Starting materials: FC(C(=O)O)(F)F.FC(C(=O)O)(F)F.N[C@@H]1CN(C[C@@H](C1)C)C1=C(C=NC=C1)NC1=NN=C2N1N=C(C=C2)C2=C(C=CC=C2F)F (N-(4-((cis)-3-amino-5-methylpiperidin-1-yl)pyridin-3-yl)-6-(2,6-difluorophenyl)-[1,2,4]triazolo[4,3-b]pyridazin-3-amine bis(2,2,2-trifluoroacetate)), glass, ClC=1C=CC=2N(N1)C(=NN2)NC=2C=NC=CC2N2C[C@H](C[C@H](C2)C)NC(OC(C)(C)C)=O (tert-butyl ((cis)-1-(3-((6-chloro-[1,2,4]triazolo[4,3-b]pyridazin-3-yl)amino)pyridin-4-yl)-5-methylpiperidin-3-yl)carbamate), [Br-].FC1=C(C(=CC=C1)F)[Zn+] (2,6-difluorophenylzinc bromide). Conditions: temperature 90 celsius. Product: FC1=C(C(=CC=C1)F)C=1C=CC=2N(N1)C(=NN2)NC=2C=NC=CC2N2C[C@H](C[C@H](C2)C)NC(OC(C)(C)C)=O (tert-butyl ((cis)-1-(3-((6-(2,6-difluorophenyl)-[1,2,4]triazolo[4,3-b]pyridazin-3-yl)amino)pyridin-4-yl)-5-methylpiperidin-3-yl)carbamate). Reaction SMILES: FC(F)(F)C(O)=O.FC(F)(F)C(O)=O.[NH2:15][C@H:16]1[CH2:21][C@@H:20]([CH3:22])[CH2:19][N:18]([C:23]2[CH:28]=[CH:27][N:26]=[CH:25][C:24]=2[NH:29][C:30]2[N:34]3[N:35]=[C:36]([C:39]4[C:44]([F:45])=[CH:43][CH:42]=[CH:41][C:40]=4[F:46])[CH:37]=[CH:38][C:33]3=[N:32][N:31]=2)[CH2:17]1.ClC1C=CC2N(C(NC3C=NC=CC=3N3C[C@H](C)C[C@H](N[C:72](=[O:78])[O:73][C:74]([CH3:77])([CH3:76])[CH3:75])C3)=NN=2)N=1.[Br-].FC1C=CC=C(F)C=1[Zn+]>>[F:46][C:40]1[CH:41]=[CH:42][CH:43]=[C:44]([F:45])[C:39]=1[C:36]1[CH:37]=[CH:38][C:33]2[N:34]([C:30]([NH:29][C:24]3[CH:25]=[N:26][CH:27]=[CH:28][C:23]=3[N:18]3[CH2:19][C@H:20]([CH3:22])[CH2:21][C@H:16]([NH:15][C:72](=[O:78])[O:73][C:74]([CH3:77])([CH3:76])[CH3:75])[CH2:17]3)=[N:31][N:32]=2)[N:35]=1 |f:0.1.2,4.5|. Procedure details: N-(4-((cis)-3-amino-5-methylpiperidin-1-yl)pyridin-3-yl)-6-(2,6-difluorophenyl)-[1,2,4]triazolo[4,3-b]pyridazin-3-amine bis(2,2,2-trifluoroacetate). A 5 mL glass microwave reaction vessel was charged with tert-butyl ((cis)-1-(3-((6-chloro-[1,2,4]triazolo[4,3-b]pyridazin-3-yl)amino)pyridin-4-yl)-5-methylpiperidin-3-yl)carbamate (94 mg, 0.21 mmol) and 2,6-difluorophenylzinc bromide (1.31 mL, 0.66 mmol, Rieke Metals, Inc.) followed by A-Phos (7.3 mg, 10.3 μmol, Sigma-Aldrich). The reaction mixture ...